This data is from the Open Reaction Database (ORD), a public repository of structured organic reaction records. The task is: describe an organic reaction: reactants, conditions, products, and yield Starting materials: ClC=1C=C(C(=C(C1)C=1C=C2CC[C@@H](C2=CC1)N)C1=NOC(=N1)C)F ((S)-5-[5-chloro-3-fluoro-2-(5-methyl-[1,2,4]oxadiazol-3-yl)-phenyl]-indan-1-ylamine), C(C)(C)(C)OC(=O)NC1(CC1)C(=O)O (1-tert-butoxycarbonylamino-cyclopropanecarboxylic acid). Yields the product C(C)(C)(C)OC(NC1(CC1)C(N[C@H]1CCC2=CC(=CC=C12)C1=C(C(=CC(=C1)Cl)F)C1=NOC(=N1)C)=O)=O ((1-{(S)-5-[5-Chloro-3-fluoro-2-(5-methyl-[1,2,4]oxadiazol-3-yl)-phenyl]-indan-1-ylcarbamoyl}-cyclopropyl)-carbamic acid tert-butyl ester). As a reaction SMILES: [Cl:1][C:2]1[CH:3]=[C:4]([F:24])[C:5]([C:18]2[N:22]=[C:21]([CH3:23])[O:20][N:19]=2)=[C:6]([C:8]2[CH:9]=[C:10]3[C:14](=[CH:15][CH:16]=2)[C@@H:13]([NH2:17])[CH2:12][CH2:11]3)[CH:7]=1.[C:25]([O:29][C:30]([NH:32][C:33]1([C:36](O)=[O:37])[CH2:35][CH2:34]1)=[O:31])([CH3:28])([CH3:27])[CH3:26]>>[C:25]([O:29][C:30](=[O:31])[NH:32][C:33]1([C:36](=[O:37])[NH:17][C@@H:13]2[C:14]3[C:10](=[CH:9][C:8]([C:6]4[CH:7]=[C:2]([Cl:1])[CH:3]=[C:4]([F:24])[C:5]=4[C:18]4[N:22]=[C:21]([CH3:23])[O:20][N:19]=4)=[CH:16][CH:15]=3)[CH2:11][CH2:12]2)[CH2:34][CH2:35]1)([CH3:28])([CH3:26])[CH3:27]. Procedure details: In analogy to the procedures described for the preparation of intermediate A-1 [B], (S)-5-[5-chloro-3-fluoro-2-(5-methyl-[1,2,4]oxadiazol-3-yl)-phenyl]-indan-1-ylamine (intermediate A-11) was coupled with 1-tert-butoxycarbonylamino-cyclopropanecarboxylic acid to yield the title compound as light yellow amorphous solid. MS: 527.2 (MH+, 1Cl).